Task: describe an organic reaction: reactants, conditions, products, and yield. Dataset: the Open Reaction Database (ORD), a public repository of structured organic reaction records Starting materials: C(#N)C1=CC=C(C=C1)NCC=1N=C2N(C=C(C=C2)N(CC(=O)OCC)S(=O)(=O)C=2C=CC=C3C=CC=NC23)C1 (2-[N-(4-cyanophenyl)-aminomethyl]-6-[N-(ethoxycarbonylmethyl)-quinoline-8-sulphonylamino]-imidazo[1,2-a]pyridine), Cl (hydrochloric acid), C([O-])([O-])=O.[NH4+].[NH4+] (ammonium carbonate). Solvent: C(C)O (ethanol). Product: C(N)(=N)C1=CC=C(C=C1)NCC=1N=C2N(C=C(C=C2)N(CC(=O)OCC)S(=O)(=O)C=2C=CC=C3C=CC=NC23)C1 (2-[N-(4-Amidinophenyl)-aminomethyl]-6-[N-(ethoxycarbonyl-methyl)-quinoline-8-sulphonylamino]-imidazo[1,2-a]pyridine). As a reaction SMILES: [C:1]([C:3]1[CH:8]=[CH:7][C:6]([NH:9][CH2:10][C:11]2[N:12]=[C:13]3[CH:18]=[CH:17][C:16]([N:19]([S:26]([C:29]4[CH:30]=[CH:31][CH:32]=[C:33]5[C:38]=4[N:37]=[CH:36][CH:35]=[CH:34]5)(=[O:28])=[O:27])[CH2:20][C:21]([O:23][CH2:24][CH3:25])=[O:22])=[CH:15][N:14]3[CH:39]=2)=[CH:5][CH:4]=1)#[N:2].Cl.C(=O)([O-])[O-].[NH4+:45].[NH4+]>C(O)C>[C:1]([C:3]1[CH:8]=[CH:7][C:6]([NH:9][CH2:10][C:11]2[N:12]=[C:13]3[CH:18]=[CH:17][C:16]([N:19]([S:26]([C:29]4[CH:30]=[CH:31][CH:32]=[C:33]5[C:38]=4[N:37]=[CH:36][CH:35]=[CH:34]5)(=[O:27])=[O:28])[CH2:20][C:21]([O:23][CH2:24][CH3:25])=[O:22])=[CH:15][N:14]3[CH:39]=2)=[CH:5][CH:4]=1)(=[NH:45])[NH2:2] |f:2.3.4|. Reported procedure: Prepared analogously to Example 1e from 2-[N-(4-cyanophenyl)-aminomethyl]-6-[N-(ethoxycarbonylmethyl)-quinoline-8-sulphonylamino]-imidazo[1,2-a]pyridine and ethanolic hydrochloric acid, ethanol and ammonium carbonate. Reaction SMILES: [C:1]([CH3:2])([CH3:3])([CH3:4])[O:5][C:6](=[O:7])[N:8]1[CH2:9][C:10](=[O:15])[O:11][C:12](=[O:14])[CH2:13]1.[CH3:28][N:29]1[CH2:30][CH2:31][O:32][CH2:33][CH2:34]1.[CH3:35][N:36]([CH3:37])[CH:38]=[O:39].[ClH:16].[NH2:17][CH2:18][C:19](=[O:20])[c:21]1[cH:22][cH:23][c:24]([Br:27])[cH:25][cH:26]1>>[C:1]([CH3:2])([CH3:3])([CH3:4])[O:5][C:6](=[O:7])[N:8]([CH2:9][C:10]([OH:11])=[O:15])[CH2:13][C:12](=[O:14])[NH:17][CH2:18][C:19](=[O:20])[c:21]1[cH:22][cH:23][c:24]([Br:27])[cH:25][cH:26]1. Product: CC(C)(C)OC(=O)N(CC(=O)O)CC(=O)NCC(=O)c1ccc(Br)cc1. The reactants are CC(C)(C)OC(=O)N1CC(=O)OC(=O)C1, CN1CCOCC1, CN(C)C=O, Cl, NCC(=O)c1ccc(Br)cc1. Starting materials: C1OCOCO1, CC(=O)O, Cc1cc(C2=CC(C)(C)CC(C)(C)C2)ccc1F, O=S(=O)(O)O. Product: Cc1cc(C2=C(C=O)C(C)(C)CC(C)(C)C2)ccc1F. RXN SMILES: [CH2:19]1[O:20][CH2:24][O:23][CH2:22][O:21]1.[CH3:30][C:31](=[O:32])[OH:33].[F:1][c:2]1[c:3]([CH3:18])[cH:4][c:5]([C:8]2=[CH:9][C:10]([CH3:16])([CH3:17])[CH2:11][C:12]([CH3:14])([CH3:15])[CH2:13]2)[cH:6][cH:7]1.[S:25](=[O:26])(=[O:27])([OH:28])[OH:29]>>[F:1][c:2]1[c:3]([CH3:18])[cH:4][c:5]([C:8]2=[C:9]([CH:19]=[O:20])[C:10]([CH3:16])([CH3:17])[CH2:11][C:12]([CH3:14])([CH3:15])[CH2:13]2)[cH:6][cH:7]1. Solvent: O1CCOCC1 (dioxane). Procedure details: Under argon (in a flask dried by heating), 113 mg (0.25 mmol) of tert-butyl 4-{[2-(4-bromo-5-methoxy-2-oxopyridin-1(2H)-yl)propanoyl]amino}benzoate (racemate), 70 mg (0.30 mmol, 1.2 eq.) of 2-bromo-5-chlorophenylboronic acid, 103 mg (0.74 mmol, 3.0 eq.) of potassium carbonate and 20 mg (0.03 mmol, 0.1 eq.) of [1,1-bis(diphenylphosphino)ferrocene]palladium(II) chloride/dichloromethane monoadduct were suspended in 5.0 ml of dioxane and stirred overnight in an oil bath already preheated to 110° C. ... Reaction conditions: time 8 hour. Yields the product BrC1=C(C=C(C=C1)Cl)C1=CC(N(C=C1OC)C(C(=O)NC1=CC=C(C(=O)OC(C)(C)C)C=C1)C)=O (tert-Butyl 4-({2-[4-(2-bromo-5-chlorophenyl)-5-methoxy-2-oxopyridin-1(2H)-yl]propanoyl}amino)benzoate). Reactants: BrC1=CC(N(C=C1OC)C(C(=O)NC1=CC=C(C(=O)OC(C)(C)C)C=C1)C)=O (tert-butyl 4-{[2-(4-bromo-5-methoxy-2-oxopyridin-1(2H)-yl)propanoyl]amino}benzoate), [1,1-bis(diphenylphosphino)ferrocene]palladium(II) chloride dichloromethane, BrC1=C(C=C(C=C1)Cl)B(O)O (2-bromo-5-chlorophenylboronic acid), C([O-])([O-])=O.[K+].[K+] (potassium carbonate), [1,1-bis-(diphenylphosphino)ferrocene]palladium(II) chloride dichloromethane, BrC1=C(C=C(C=C1)Cl)B(O)O (2-bromo-5-chlorophenylboronic acid). Reaction SMILES: Br[C:2]1[C:7]([O:8][CH3:9])=[CH:6][N:5]([CH:10]([CH3:27])[C:11]([NH:13][C:14]2[CH:26]=[CH:25][C:17]([C:18]([O:20][C:21]([CH3:24])([CH3:23])[CH3:22])=[O:19])=[CH:16][CH:15]=2)=[O:12])[C:4](=[O:28])[CH:3]=1.[Br:29][C:30]1[CH:35]=[CH:34][C:33]([Cl:36])=[CH:32][C:31]=1B(O)O.C(=O)([O-])[O-].[K+].[K+]>O1CCOCC1>[Br:29][C:30]1[CH:35]=[CH:34][C:33]([Cl:36])=[CH:32][C:31]=1[C:2]1[C:7]([O:8][CH3:9])=[CH:6][N:5]([CH:10]([CH3:27])[C:11]([NH:13][C:14]2[CH:15]=[CH:16][C:17]([C:18]([O:20][C:21]([CH3:22])([CH3:23])[CH3:24])=[O:19])=[CH:25][CH:26]=2)=[O:12])[C:4](=[O:28])[CH:3]=1 |f:2.3.4|. The reactants are ClCCN=C=O (2-chloroethyl isocyanate), ClCCCN=C=O (3-chloropropyl isocyanate), NC=1SC(=C(N1)C)C(=O)OCC (ethyl 2-amino-4-methylthiazole-5-carboxylate). The product is CC=1N=C(SC1C(=O)OCC)N1C(NCCC1)=O (ethyl 4-methyl-2-(2-oxotetrahydropyrimidin-1(2H)-yl)thiazole-5-carboxylate). The yield is 32.0%. Reaction SMILES: ClCCN=C=O.Cl[CH2:8][CH2:9][CH2:10][N:11]=[C:12]=[O:13].[NH2:14][C:15]1[S:16][C:17]([C:21]([O:23][CH2:24][CH3:25])=[O:22])=[C:18]([CH3:20])[N:19]=1>>[CH3:20][C:18]1[N:19]=[C:15]([N:14]2[CH2:8][CH2:9][CH2:10][NH:11][C:12]2=[O:13])[S:16][C:17]=1[C:21]([O:23][CH2:24][CH3:25])=[O:22]. Procedure details: Following the procedure as described in Example 3, making variations as required to replace 2-chloroethyl isocyanate with 3-chloropropyl isocyanate to react with ethyl 2-amino-4-methylthiazole-5-carboxylate, the title compound was obtained as a brown solid in 32% yield: 1H NMR (300 MHz, DMSO-d6) δ 8.21 (s, 1H), 4.75 (q, J=7.1 Hz, 2H), 4.57 (t, J=5.9 Hz, 2H), 3.80-3.75 (m, 2H), 3.05 (s, 3H), 2.54-2.46 (m, 2H), 1.81 (t, J=7.1 Hz, 3H); MS (ES+) m/z 270.2 (M+1).